From a dataset of the Open Reaction Database (ORD), a public repository of structured organic reaction records. describe an organic reaction: reactants, conditions, products, and yield Reactants: C(C1=CC=CC=C1)C1=CC=C2C(=C(C=NC2=C1)[N+](=O)[O-])NCC(C)(O)C (1-(7-benzyl-3-nitroquinolin-4-ylamino)-2-methylpropan-2-ol), C(C1=CC=CC=C1)C=1C=C2C(=C(C=NC2=CC1)[N+](=O)[O-])NCC(C)(O)C (1-(6-benzyl-3-nitroquinolin-4-ylamino)-2-methylpropan-2-ol). Run at time 2 day. Product: NC=1C=NC2=CC(=CC=C2C1NCC(C)(O)C)CC1=CC=CC=C1 (1-(3-amino-7-benzylquinolin-4-ylamino)-2-methylpropan-2-ol), NC=1C=NC2=CC=C(C=C2C1NCC(C)(O)C)CC1=CC=CC=C1 (1-(3-amino-6-benzylquinolin-4-ylamino)-2-methylpropan-2-ol). RXN SMILES: [CH2:1]([C:8]1[CH:17]=[C:16]2[C:11]([C:12]([NH:21][CH2:22][C:23]([CH3:26])([OH:25])[CH3:24])=[C:13]([N+:18]([O-])=O)[CH:14]=[N:15]2)=[CH:10][CH:9]=1)[C:2]1[CH:7]=[CH:6][CH:5]=[CH:4][CH:3]=1.[CH2:27]([C:34]1[CH:35]=[C:36]2[C:41](=[CH:42][CH:43]=1)[N:40]=[CH:39][C:38]([N+:44]([O-])=O)=[C:37]2[NH:47][CH2:48][C:49]([CH3:52])([OH:51])[CH3:50])[C:28]1[CH:33]=[CH:32][CH:31]=[CH:30][CH:29]=1>>[NH2:18][C:13]1[CH:14]=[N:15][C:16]2[C:11]([C:12]=1[NH:21][CH2:22][C:23]([CH3:26])([OH:25])[CH3:24])=[CH:10][CH:9]=[C:8]([CH2:1][C:2]1[CH:3]=[CH:4][CH:5]=[CH:6][CH:7]=1)[CH:17]=2.[NH2:44][C:38]1[CH:39]=[N:40][C:41]2[C:36]([C:37]=1[NH:47][CH2:48][C:49]([CH3:52])([OH:51])[CH3:50])=[CH:35][C:34]([CH2:27][C:28]1[CH:29]=[CH:30][CH:31]=[CH:32][CH:33]=1)=[CH:43][CH:42]=2. Reported procedure: A modification of the method described in Part A of Examples 427–429 was used to reduce 1-(7-benzyl-3-nitroquinolin-4-ylamino)-2-methylpropan-2-ol or 1-(6-benzyl-3-nitroquinolin-4-ylamino)-2-methylpropan-2-ol. The reaction was shaken for one or two days to provide 1-(3-amino-7-benzylquinolin-4-ylamino)-2-methylpropan-2-ol or 1-(3-amino-6-benzylquinolin-4-ylamino)-2-methylpropan-2-ol. Starting materials: ClC=1C=C(C(C(=O)O)=CC1)O (4-chlorosalicylic acid), raw materials, S(O)(O)(=O)=O (sulfuric acid), C(C)(=O)OC(C)=O (acetic anhydride). Product: C(C)(=O)OC1=C(C(=O)O)C=CC(=C1)Cl (2-Acetoxy-4-chlorobenzoic acid). The yield is 88.1%. As a reaction SMILES: [Cl:1][C:2]1[CH:3]=[C:4]([OH:11])[C:5](=[CH:9][CH:10]=1)[C:6]([OH:8])=[O:7].S(=O)(=O)(O)O.[C:17](OC(=O)C)(=[O:19])[CH3:18]>>[C:17]([O:11][C:4]1[CH:3]=[C:2]([Cl:1])[CH:10]=[CH:9][C:5]=1[C:6]([OH:8])=[O:7])(=[O:19])[CH3:18]. Procedure: Using 4-chlorosalicylic acid, concentrated sulfuric acid and acetic anhydride as the raw materials, the same operation as the Example 34(1) gave the title compound.